This data is from the Open Reaction Database (ORD), a public repository of structured organic reaction records. The task is: describe an organic reaction: reactants, conditions, products, and yield The reactants are Cl.C(C)N=C=NCCCN(C)C (1-ethyl-3-(3-dimethylaminopropyl)carbodiimide hydrochloride), OCN1C(N(CC1=O)CC#C)=O (3-hydroxymethyl-1-(2-propynyl)imidazolidine-2,4-dione), CC1([C@@H]([C@H]1\C=C(\C=NOCCC)/C)C(=O)O)C ((1R)-trans-2,2-dimethyl-3-[(E)-2-methyl-3-propoxyimino-1-propenyl]cyclopropanecarboxylic acid), C(Cl)(Cl)Cl (chloroform). Reagents/catalysts: CN(C1=CC=NC=C1)C (4-dimethylaminopyridine). Solvent: [Cl-].[Na+].O (brine). Reaction conditions: time 8 hour. Yields the product CC1([C@@H]([C@H]1\C=C(\C=NOCCC)/C)C(=O)OCN1C(N(CC1=O)CC#C)=O)C (2,5-dioxo-3-(2-propynyl)imidazolidin-1-ylmethyl (1R)-trans-2,2-dimethyl-3-[(E)-2-methyl-3-propoxyimino-1-propenyl]cyclopropanecarboxylate). Isolated yield 50.8%. RXN SMILES: [OH:1][CH2:2][N:3]1[C:7](=[O:8])[CH2:6][N:5]([CH2:9][C:10]#[CH:11])[C:4]1=[O:12].[CH3:13][C:14]1([CH3:29])[C@H:16](/[CH:17]=[C:18](\[CH3:25])/[CH:19]=[N:20][O:21][CH2:22][CH2:23][CH3:24])[C@H:15]1[C:26](O)=[O:27].C(Cl)(Cl)Cl.Cl.C(N=C=NCCCN(C)C)C>CN(C)C1C=CN=CC=1.[Cl-].[Na+].O>[CH3:29][C:14]1([CH3:13])[C@H:16](/[CH:17]=[C:18](\[CH3:25])/[CH:19]=[N:20][O:21][CH2:22][CH2:23][CH3:24])[C@H:15]1[C:26]([O:1][CH2:2][N:3]1[C:7](=[O:8])[CH2:6][N:5]([CH2:9][C:10]#[CH:11])[C:4]1=[O:12])=[O:27] |f:3.4,6.7.8|. Procedure: Under nitrogen atmosphere, to a mixture of 0.17 g of 3-hydroxymethyl-1-(2-propynyl)imidazolidine-2,4-dione, 0.25 g of (1R)-trans-2,2-dimethyl-3-[(E)-2-methyl-3-propoxyimino-1-propenyl]cyclopropanecarboxylic acid, catalytic amount of 4-dimethylaminopyridine and 3 ml of anhydrous chloroform was added 0.23 g of 1-ethyl-3-(3-dimethylaminopropyl)carbodiimide hydrochloride and the mixture was stirred at room temperature overnight. Thereafter, saturated brine was added to the reaction mixture, and the ...